Dataset: the Open Reaction Database (ORD), a public repository of structured organic reaction records. Task: describe an organic reaction: reactants, conditions, products, and yield The reactants are FC1=C(CN2C(NC(C=C2C)=O)=O)C(=CC=C1)C(F)(F)F (1-(2-fluoro-6-trifluoromethyl-benzyl)-6-methyl-1H-pyrimidine-2,4-dione), ICl (Iodine monochloride). Run in CO (methanol). Conditions: temperature 50 celsius. Yields the product FC1=C(CN2C(NC(C(=C2C)I)=O)=O)C(=CC=C1)C(F)(F)F (1-(2-fluoro-6-trifluoromethyl-benzyl)-5-iodo-6-methyl-1H-pyrimidine-2,4-dione). Yield: 91.8%. Reaction SMILES: [F:1][C:2]1[CH:17]=[CH:16][CH:15]=[C:14]([C:18]([F:21])([F:20])[F:19])[C:3]=1[CH2:4][N:5]1[C:10]([CH3:11])=[CH:9][C:8](=[O:12])[NH:7][C:6]1=[O:13].[I:22]Cl>CO>[F:1][C:2]1[CH:17]=[CH:16][CH:15]=[C:14]([C:18]([F:21])([F:19])[F:20])[C:3]=1[CH2:4][N:5]1[C:10]([CH3:11])=[C:9]([I:22])[C:8](=[O:12])[NH:7][C:6]1=[O:13]. Reported procedure: To a 250 mL three-neck round bottom flask was charged 1-(2-fluoro-6-trifluoromethyl-benzyl)-6-methyl-1H-pyrimidine-2,4-dione 1a (25.0 g) and methanol (250 mL). Iodine monochloride (30.9 g) was charged over 2.5 min. The mixture was heated at 50° C. for 3 hours. After cooling to ambient temperature, the mixture was filtered. The cake was re-slurried in methanol (250 mL) and heated to 50° C. for 3 hours. After cooling to ambient temperature, the mixture was filtered and the filter cake was washed w... Starting materials: ClC1=CC=C(C=C1)C(C=O)(CC)N1C=CC2=C(C=CC=C12)NC(OC(C)(C)C)=O (tert-butyl 1-(2-(4-chlorophenyl)-1-oxobutan-2-yl)-1H-indol-4-ylcarbamate), C(#N)CP(OCC)(OCC)=O (diethyl cyanomethylphosphonate), [Li+].[Cl-] (LiCl), C1CCC2=NCCCN2CC1 (DBU). Run in C(C)#N (acetonitrile), C(C)#N (acetonitrile). Reaction conditions: time 2 hour. The product is ClC1=CC=C(C=C1)C(/C=C/C#N)(CC)N1C=CC2=C(C=CC=C12)NC(OC(C)(C)C)=O ((E)-tert-butyl 1-(3-(4-chlorophenyl)-1-cyanopent-1-en-3-yl)-1H-indol-4-ylcarbamate). As a reaction SMILES: [C:1](CP(=O)(OCC)OCC)#[N:2].[Li+].[Cl-].[CH2:14]1CCN2C(=NCCC2)CC1.[Cl:25][C:26]1[CH:31]=[CH:30][C:29]([C:32]([N:37]2[C:45]3[C:40](=[C:41]([NH:46][C:47](=[O:53])[O:48][C:49]([CH3:52])([CH3:51])[CH3:50])[CH:42]=[CH:43][CH:44]=3)[CH:39]=[CH:38]2)([CH2:35][CH3:36])[CH:33]=O)=[CH:28][CH:27]=1>C(#N)C>[Cl:25][C:26]1[CH:27]=[CH:28][C:29]([C:32]([N:37]2[C:45]3[C:40](=[C:41]([NH:46][C:47](=[O:53])[O:48][C:49]([CH3:51])([CH3:52])[CH3:50])[CH:42]=[CH:43][CH:44]=3)[CH:39]=[CH:38]2)([CH2:33][CH3:14])/[CH:35]=[CH:36]/[C:1]#[N:2])=[CH:30][CH:31]=1 |f:1.2|. Reported procedure: To a mixture of diethyl cyanomethylphosphonate (145 mg, 0.76 mmol), LiCl (43 mg, 1.01 mmol) and DBU (255 mg, 1.01 mmol) in acetonitrile (15 mL) was added a solution of tert-butyl 1-(2-(4-chlorophenyl)-1-oxobutan-2-yl)-1H-indol-4-ylcarbamate (210 mg, 1.02 mmol), as described in Example 21 Step B, in acetonitrile (3 mL). The mixture was stirred at room temperature for 2 h and the volatile was evaporated. The residue was purified by silica gel chromatography eluting with PE/EA (10/1 to 3/1, v/v) to... Reactants: Solution A, S1CC(C1)ON=C(C(=O)O)C=1N=C(SC1)NC=O (2-(3-Thietanyloxyimino)-2-(2-formamidothiazol-4-yl)acetic acid), P(=O)(Cl)(Cl)Cl (phosphorus oxychloride), C[Si](C)(C)CC(=O)N (trimethylsilylacetamide), Cl.[Cl-].NC1[C@@H]2N(C(=C(CS2)C[N+]2=CC=CC=C2)C(=O)O)C1=O (1-[(7-amino-4-carboxy-3-cephem-3-yl)methyl]pyridinium chloride hydrochloride), Solution A. Solvent: O1CCCC1 (tetrahydrofuran), CN(C=O)C (N,N-dimethylformamide), O1CCCC1 (tetrahydrofuran), C(C)(=O)OCC (ethyl acetate), O (Water). Reaction conditions: time 30 minute. The product is S1CC(C1)ON=C(C(=O)NC1[C@@H]2N(C(=C(CS2)C[N+]2=CC=CC=C2)C(=O)[O-])C1=O)C=1N=C(SC1)NC=O (7-[2-(3-thietanyloxyimino)-2-(2-formamidothiazol-4-yl)acetamido]-3-(1-pyridiniomethyl)-3-cephem-4-carboxylate). Yield: 41.0%. Reaction SMILES: P(Cl)(Cl)(Cl)=O.[S:6]1[CH2:9][CH:8]([O:10][N:11]=[C:12]([C:16]2[N:17]=[C:18]([NH:21][CH:22]=[O:23])[S:19][CH:20]=2)[C:13]([OH:15])=O)[CH2:7]1.C[Si](CC(N)=O)(C)C.Cl.[Cl-].[NH2:34][CH:35]1[C:52](=[O:53])[N:37]2[C:38]([C:49]([OH:51])=[O:50])=[C:39]([CH2:42][N+:43]3[CH:48]=[CH:47][CH:46]=[CH:45][CH:44]=3)[CH2:40][S:41][C@H:36]12>O1CCCC1.C(OCC)(=O)C.O.CN(C)C=O>[S:6]1[CH2:7][CH:8]([O:10][N:11]=[C:12]([C:16]2[N:17]=[C:18]([NH:21][CH:22]=[O:23])[S:19][CH:20]=2)[C:13]([NH:34][CH:35]2[C:52](=[O:53])[N:37]3[C:38]([C:49]([O-:51])=[O:50])=[C:39]([CH2:42][N+:43]4[CH:44]=[CH:45][CH:46]=[CH:47][CH:48]=4)[CH2:40][S:41][C@H:36]23)=[O:15])[CH2:9]1 |f:3.4.5|. Procedure: Vilsmeir reagent was prepared from N,N-dimethylformamide (0.52 g) and phosphorus oxychloride (1.1 g) in a usual manner. 2-(3-Thietanyloxyimino)-2-(2-formamidothiazol-4-yl)acetic acid (syn isomer) (1.5 g) was added to the stirred suspension of Vilsmeir reagent in tetrahydrofuran (15 ml) under ice-cooling and the mixture was stirred for 30 minutes at below 5° C. The mixture became clear solution [Solution A]. A mixture of trimethylsilylacetamide (7.2 g) and 1-[(7-amino-4-carboxy-3-cephem-3-yl)meth... The reactants are C(C)(=O)N[C@H]1[C@@H](O[C@@H]([C@H]([C@@H]1OC(C)=O)OC(C)=O)COC(C)=O)N=[N+]=[N-] (2-acetamido-3,4,6-tri-O-acetyl-2-deoxy-β-D-glucopyranosyl azide), [H][H] (hydrogen). The reagents and catalysts are [Pt]=O (Platinum oxide). Run in C(C)O (ethanol). The product is C(C)(=O)N[C@H]1[C@@H](O[C@@H]([C@H]([C@@H]1OC(C)=O)OC(C)=O)COC(C)=O)N (2-acetamido-3,4,6-tri-O-acetyl-2-deoxy-β-D-glucopyranosyl amine). Reaction SMILES: [C:1]([NH:4][C@@H:5]1[C@@H:10]([O:11][C:12](=[O:14])[CH3:13])[C@H:9]([O:15][C:16](=[O:18])[CH3:17])[C@@H:8]([CH2:19][O:20][C:21](=[O:23])[CH3:22])[O:7][C@H:6]1[N:24]=[N+]=[N-])(=[O:3])[CH3:2].[H][H]>C(O)C.[Pt]=O>[C:1]([NH:4][C@@H:5]1[C@@H:10]([O:11][C:12](=[O:14])[CH3:13])[C@H:9]([O:15][C:16](=[O:18])[CH3:17])[C@@H:8]([CH2:19][O:20][C:21](=[O:23])[CH3:22])[O:7][C@H:6]1[NH2:24])(=[O:3])[CH3:2]. Reported procedure: Platinum oxide d (2.6 g) is added to a solution of 2.6 g of the azide in 150 ml of absolute ethanol, and the suspension is shaken with hydrogen gas for 1.5 hours at atmospheric pressure and room temperature. After the suspension is filtered three times on a celite column, the filtrate is evaporated to dryness. Recrystallization from CH2Cl2 -Et2O yields 2-acetamido-3,4,6-tri-O-acetyl-2-deoxy-β-D-glucopyranosyl amine.